Dataset: the Open Reaction Database (ORD), a public repository of structured organic reaction records. Task: describe an organic reaction: reactants, conditions, products, and yield Reactants: C=CCN1C(=O)CCC(N2C(=O)c3ccccc3C2=O)C(=O)N1CC(=O)OC(C)(C)C, CCO, [OH-], [OH-], [Pd+2]. The product is CCCN1C(=O)CCC(N2C(=O)c3ccccc3C2=O)C(=O)N1CC(=O)OC(C)(C)C. Reaction SMILES: [C:1]([CH3:2])([CH3:3])([CH3:4])[O:5][C:6]([CH2:7][N:8]1[N:9]([CH2:28][CH:29]=[CH2:30])[C:10](=[O:27])[CH2:11][CH2:12][CH:13]([N:16]2[C:17](=[O:26])[c:18]3[cH:19][cH:20][cH:21][cH:22][c:23]3[C:24]2=[O:25])[C:14]1=[O:15])=[O:31].[CH3:32][CH2:33][OH:34].[OH-:35].[OH-:37].[Pd+2:36]>>[C:1]([CH3:2])([CH3:3])([CH3:4])[O:5][C:6]([CH2:7][N:8]1[N:9]([CH2:28][CH2:29][CH3:30])[C:10](=[O:27])[CH2:11][CH2:12][CH:13]([N:16]2[C:17](=[O:26])[c:18]3[cH:19][cH:20][cH:21][cH:22][c:23]3[C:24]2=[O:25])[C:14]1=[O:15])=[O:31]. The reactants are NC=1C=CC(=NC1)F (5-amino-2-fluoropyridine), [N-](C#N)C#N.[Na+] (sodium dicyanamide). The product is C(#N)N=C(NC=1C=NC(=CC1)F)N (N″-cyano-N-(6-fluoro-3-pyridinyl)guanidine). As a reaction SMILES: [NH2:1][C:2]1[CH:3]=[CH:4][C:5]([F:8])=[N:6][CH:7]=1.[N-:9]([C:12]#[N:13])[C:10]#[N:11].[Na+]>>[C:10]([N:9]=[C:12]([NH2:13])[NH:1][C:2]1[CH:7]=[N:6][C:5]([F:8])=[CH:4][CH:3]=1)#[N:11] |f:1.2|. Procedure: A solution of 5-amino-2-fluoropyridine and sodium dicyanamide was processed as described in Example 71A to provide the desired product.